Task: describe an organic reaction: reactants, conditions, products, and yield. Dataset: the Open Reaction Database (ORD), a public repository of structured organic reaction records Starting materials: ClC1=C(C(=NN1C1=CC=CC=C1)C)C=O (5-chloro-3-methyl-1-phenyl-1H-pyrazole-4-carbaldehyde), N1C=CC=2C1=NC=CC2 (1H-pyrrolo[2,3-b]pyridine). Yields the product ClC1=C(C(=NN1C1=CC=CC=C1)C)CC1=CNC2=NC=CC=C21 (3-((5-chloro-3-methyl-1-phenyl-1H-pyrazol-4-yl)methyl)-1H-pyrrolo[2,3-b]pyridine). As a reaction SMILES: [Cl:1][C:2]1[N:6]([C:7]2[CH:12]=[CH:11][CH:10]=[CH:9][CH:8]=2)[N:5]=[C:4]([CH3:13])[C:3]=1[CH:14]=O.[NH:16]1[C:20]2=[N:21][CH:22]=[CH:23][CH:24]=[C:19]2[CH:18]=[CH:17]1>>[Cl:1][C:2]1[N:6]([C:7]2[CH:12]=[CH:11][CH:10]=[CH:9][CH:8]=2)[N:5]=[C:4]([CH3:13])[C:3]=1[CH2:14][C:18]1[C:19]2[C:20](=[N:21][CH:22]=[CH:23][CH:24]=2)[NH:16][CH:17]=1. Procedure details: 3-((5-chloro-3-methyl-1-phenyl-1H-pyrazol-4-yl)methyl)-1H-pyrrolo[2,3-b]pyridine P-0080 was synthesized in 2 steps from 5-chloro-3-methyl-1-phenyl-1H-pyrazole-4-carbaldehyde 100 and 7-azaindole 1 as shown in Scheme 38. The reactants are C1(=CC=C(C=C1)S(=O)(=O)O)C.N[C@@H](CC(C)C)C(=O)NC(CC(=O)OC(C)(C)C)C(CF)O ((3RS,4RS)-3-(leucinyl)amino-5-fluoro-4-hydroxypentanoic acid, tert-butyl ester, p-toluenesulfonate salt), C1(=CC=CC=C1)C1=C(OCC(=O)O)C=CC=C1 ((2-phenylphenoxy)acetic acid). Yields the product C1(=CC=CC=C1)C1=C(OCC(=O)N[C@@H](CC(C)C)C(=O)NC(CC(=O)O)C(CF)=O)C=CC=C1 ((3RS)-3-[N-((2-Phenylphenoxy)Acetyl)Leucinyl]Amino-5-Fluoro-4-Oxopentanoic Acid). Reaction SMILES: C1(C)C=CC(S(O)(=O)=O)=CC=1.[NH2:12][C@H:13]([C:18]([NH:20][CH:21]([CH:30]([OH:33])[CH2:31][F:32])[CH2:22][C:23]([O:25]C(C)(C)C)=[O:24])=[O:19])[CH2:14][CH:15]([CH3:17])[CH3:16].[C:34]1([C:40]2[CH:50]=[CH:49][CH:48]=[CH:47][C:41]=2[O:42][CH2:43][C:44](O)=[O:45])[CH:39]=[CH:38][CH:37]=[CH:36][CH:35]=1>>[C:34]1([C:40]2[CH:50]=[CH:49][CH:48]=[CH:47][C:41]=2[O:42][CH2:43][C:44]([NH:12][C@H:13]([C:18]([NH:20][CH:21]([C:30](=[O:33])[CH2:31][F:32])[CH2:22][C:23]([OH:25])=[O:24])=[O:19])[CH2:14][CH:15]([CH3:16])[CH3:17])=[O:45])[CH:35]=[CH:36][CH:37]=[CH:38][CH:39]=1 |f:0.1|. Procedure details: Starting with (3RS,4RS)-3-(leucinyl)amino-5-fluoro-4-hydroxypentanoic acid, tert-butyl ester, p-toluenesulfonate salt and following the methods described in Example 53, Parts C through E utilizing (2-phenylphenoxy)acetic acid in place of (1-naphthyloxy)acetic acid in Part C, gave the title compound as a white solid. MS(ES) for C25H29FN2O6 (MW 472.51): positive 495(M+Na), 511(M+K); negative 471(M−H), 585(M+TFA).